From a dataset of the Open Reaction Database (ORD), a public repository of structured organic reaction records. describe an organic reaction: reactants, conditions, products, and yield Starting materials: CC1=CC=C(C=N1)C(C)=O (1-(6-methyl-3-pyridinyl)ethanone), [BH4-].[Na+] (sodium borohydride). The solvent is C(C)O (ethanol). Run at temperature 0 celsius, time 1.5 hour. The product is crude product, CC1=CC=C(C=N1)C(C)O (1-(6-methyl-3-pyridinyl)ethanol). Isolated yield 79.8%. RXN SMILES: [CH3:1][C:2]1[N:7]=[CH:6][C:5]([C:8](=[O:10])[CH3:9])=[CH:4][CH:3]=1.[BH4-].[Na+]>C(O)C>[CH3:1][C:2]1[N:7]=[CH:6][C:5]([CH:8]([OH:10])[CH3:9])=[CH:4][CH:3]=1 |f:1.2|. Reported procedure: To a stirring solution of 1-(6-methyl-3-pyridinyl)ethanone (1.0 g, 7.4 mmol) in absolute ethanol (10 ml) at 0° C. was added sodium borohydride (0.14 g, 3.7 mmol) portionwise over 20 minutes. The reaction mixture was stirred at 0° C. for 1.5 hours before warming to room temperature. The mixture was partitioned between dichloromethane and saturated aqueous sodium hydrogen carbonate. The organic phase was dried over sodium sulphate, filtered, and evaporated in vacuo to give the crude product 1-(6-m...